From a dataset of the Open Reaction Database (ORD), a public repository of structured organic reaction records. describe an organic reaction: reactants, conditions, products, and yield Reactants: C(CC(=O)C)(=O)OC(C)(C)C (t-butyl acetoacetate), C(#N)CCC(=O)Cl (beta-cyano propionyl chloride). Run in CCOCC (ether). Yields the product O=C(CCC#N)CC(C)=O (3,5-Dioxohexylcyanide). As a reaction SMILES: C(OC(C)(C)C)(=O)[CH2:2][C:3]([CH3:5])=[O:4].[C:12]([CH2:14][CH2:15][C:16](Cl)=[O:17])#[N:13]>CCOCC>[O:17]=[C:16]([CH2:2][C:3](=[O:4])[CH3:5])[CH2:15][CH2:14][C:12]#[N:13]. Procedure details: The magnesium complex of t-butyl acetoacetate (135 gm; 635 mmole) is suspended in 250 ml of anhydrous ether in a three-neck one liter round bottom flask and beta-cyano propionyl chloride (78.05 gm: 664 mmole) added dropwise over fifteen minutes while the mixture is stirred from overhead. The dropping funnel is removed and the mixture refluxed for thirty minutes. The mixture is cooled and 250 ml of 2N aqueous sulfuric acid is slowly added. The mixture is transferred to a one liter separatory funn... Procedure: A solution of 3-(4-nitrophenoxy)propane-1,2-diol (5.0 g) in absolute ethanol (250 ml) was hydrogenated at atmospheric pressure in the presence of 10% palladium on charcoal (150 mg). After the uptake of hydrogen had ceased, the catalyst was removed by filtration. The filtrate was evaporated under reduced pressure to give 3-(4-aminophenoxy)propane-1,2-diol as a solid which was used without further purification. Solvent: C(C)O (ethanol). Starting materials: [N+](=O)([O-])C1=CC=C(OCC(CO)O)C=C1 (3-(4-nitrophenoxy)propane-1,2-diol), [H][H] (hydrogen). Reagents/catalysts: [Pd] (palladium on charcoal). Reaction SMILES: [N+:1]([C:4]1[CH:15]=[CH:14][C:7]([O:8][CH2:9][CH:10]([OH:13])[CH2:11][OH:12])=[CH:6][CH:5]=1)([O-])=O.[H][H]>C(O)C.[Pd]>[NH2:1][C:4]1[CH:15]=[CH:14][C:7]([O:8][CH2:9][CH:10]([OH:13])[CH2:11][OH:12])=[CH:6][CH:5]=1. Product: NC1=CC=C(OCC(CO)O)C=C1 (3-(4-aminophenoxy)propane-1,2-diol).